Dataset: the Open Reaction Database (ORD), a public repository of structured organic reaction records. Task: describe an organic reaction: reactants, conditions, products, and yield Reactants: ice, C(=C)[Mg]Br (vinyl magnesium bromide), C1(=CC=C(C=C1)S(=O)(=O)O)C (p-toluenesulfonic acid), COC1=C(C(CC1)=O)C (3-Methoxy-2-methyl-2-cyclopentenone), CO (methanol). Solvent: C1CCOC1 (THF), C1CCOC1 (THF). The product is C(=C)C1=C(C(CC1)=O)C (3-Vinyl-2-methyl-2-cyclopentenone). Yield: 322.5%. Reaction SMILES: [CH:1]([Mg]Br)=[CH2:2].C[O:6][C:7]1[CH2:11][CH2:10][C:9](=O)[C:8]=1[CH3:13].CO.C1(C)C=CC(S(O)(=O)=O)=CC=1>C1COCC1>[CH:8]([C:9]1[CH2:10][CH2:11][C:7](=[O:6])[C:1]=1[CH3:2])=[CH2:13]. Reported procedure: A one-liter, three-necked flask equipped with a mechanical stirrer, reflux condenser, dropping funnel and nitrogen inlet was flamed out under nitrogen. After 65.6 g (0.05 mole) vinyl magnesium bromide in 500 ml THF was transferred to the reaction flask, 23.3 g (0.18 mole) of 3-methoxy-2-methyl-2-cyclopentenone 7 in 100 ml of dry THF was then added dropwise over a period of several hours. For the reasons supra, methanol with p-toluenesulfonic acid, may be preferred for larger quantity production.... Starting materials: CC(=O)Oc1c(C(C)(C)C)cc(C=O)cc1C(C)(C)C, CC(C)(C)NO, CCOC(C)=O, c1ccccc1. RXN SMILES: [C:1]([CH3:2])(=[O:3])[O:4][c:5]1[c:6]([C:17]([CH3:18])([CH3:19])[CH3:20])[cH:7][c:8]([CH:9]=[O:10])[cH:11][c:12]1[C:13]([CH3:14])([CH3:15])[CH3:16].[C:27]([CH3:28])([CH3:29])([CH3:30])[NH:31][OH:32].[CH3:33][CH2:34][O:35][C:36](=[O:37])[CH3:38].[cH:21]1[cH:22][cH:23][cH:24][cH:25][cH:26]1>>[C:1]([CH3:2])(=[O:3])[O:4][c:5]1[c:6]([C:17]([CH3:18])([CH3:19])[CH3:20])[cH:7][c:8]([CH:9]=[N+:31]([C:27]([CH3:28])([CH3:29])[CH3:30])[O-:32])[cH:11][c:12]1[C:13]([CH3:14])([CH3:15])[CH3:16]. Product: CC(=O)Oc1c(C(C)(C)C)cc(C=[N+]([O-])C(C)(C)C)cc1C(C)(C)C. The reactants are O=C([O-])[O-], CN(C)C=O, CCOC(C)=O, N#Cc1cc(Cl)cc(Oc2c(C(F)(F)F)cc[nH]c2=O)c1, COc1ccc(CNc2ccc3c(CCl)nn(Cc4ccc(OC)cc4)c3n2)cc1, [K+], [K+]. Product: COc1ccc(CNc2ccc3c(Cn4ccc(C(F)(F)F)c(Oc5cc(Cl)cc(C#N)c5)c4=O)nn(Cc4ccc(OC)cc4)c3n2)cc1. Reaction SMILES: [C:22](=[O:23])([O-:24])[O-:25].[CH3:58][N:59]([CH3:60])[CH:61]=[O:62].[CH3:63][CH2:64][O:65][C:66](=[O:67])[CH3:68].[Cl:1][c:2]1[cH:3][c:4]([C:5]#[N:6])[cH:7][c:8]([O:10][c:11]2[c:12](=[O:21])[nH:13][cH:14][cH:15][c:16]2[C:17]([F:18])([F:19])[F:20])[cH:9]1.[Cl:28][CH2:29][c:30]1[n:31][n:32]([CH2:49][c:50]2[cH:51][cH:52][c:53]([O:56][CH3:57])[cH:54][cH:55]2)[c:33]2[n:34][c:35]([NH:39][CH2:40][c:41]3[cH:42][cH:43][c:44]([O:47][CH3:48])[cH:45][cH:46]3)[cH:36][cH:37][c:38]12.[K+:26].[K+:27]>>[Cl:1][c:2]1[cH:3][c:4]([C:5]#[N:6])[cH:7][c:8]([O:10][c:11]2[c:12](=[O:21])[n:13]([CH2:29][c:30]3[n:31][n:32]([CH2:49][c:50]4[cH:51][cH:52][c:53]([O:56][CH3:57])[cH:54][cH:55]4)[c:33]4[n:34][c:35]([NH:39][CH2:40][c:41]5[cH:42][cH:43][c:44]([O:47][CH3:48])[cH:45][cH:46]5)[cH:36][cH:37][c:38]34)[cH:14][cH:15][c:16]2[C:17]([F:18])([F:19])[F:20])[cH:9]1. Reactants: Cl.Cl.NC1=CC=C(C(=O)NC2=CC(=CC=C2)/C(/C)=N/N=C(N)N)C=C1 ((E)-4-Amino-N-[3-(1-{(diaminomethylene)hydrazono}ethyl)-phenyl]benzamide dihydrochloride), Cl (HCl), 438, CCO (EtOH), ClC1=CC=NC2=CC=CC=C12 (4-chloroquinoline). Solvent: O (H2O). Product: Cl.Cl.NC(N)=N\N=C(/C)\C=1C=C(C=CC1)NC(C1=CC=C(C=C1)NC1=CC=NC2=CC=CC=C12)=O ((E)-N-[3-(1-{(Diaminomethylene)hydrazono}ethyl)phenyl]-4-(quinolin-4-ylamino)benzamide dihydrochloride). As a reaction SMILES: [ClH:1].Cl.[NH2:3][C:4]1[CH:25]=[CH:24][C:7]([C:8]([NH:10][C:11]2[CH:16]=[CH:15][CH:14]=[C:13](/[C:17](=[N:19]/[N:20]=[C:21]([NH2:23])[NH2:22])/[CH3:18])[CH:12]=2)=[O:9])=[CH:6][CH:5]=1.CCO.[Cl:29][C:30]1[C:39]2[C:34](=[CH:35][CH:36]=[CH:37][CH:38]=2)[N:33]=[CH:32][CH:31]=1.Cl>O>[ClH:29].[ClH:1].[NH2:22][C:21](=[N:20]/[N:19]=[C:17](/[C:13]1[CH:12]=[C:11]([NH:10][C:8](=[O:9])[C:7]2[CH:6]=[CH:5][C:4]([NH:3][C:30]3[C:39]4[C:34](=[CH:35][CH:36]=[CH:37][CH:38]=4)[N:33]=[CH:32][CH:31]=3)=[CH:25][CH:24]=2)[CH:16]=[CH:15][CH:14]=1)\[CH3:18])[NH2:23] |f:0.1.2,7.8.9|. Procedure: To a solution of triamine F5 (0.35 g, 0.91 mmol) in 1:2 EtOH:H2O (30 mL) were sequentially added 4-chloroquinoline (0.64 g, 3.90 mmol) and c.HCl (0.25 mL, 8.24 mmol), and the resulting solution was refluxed for 20 h (reaction progress followed by TLC, eluting with the top phase of a 5:4:1 mixture of n-BuOH:H2O:acetic acid; product Rf=0.51, yellow spot after staining with KMnO4). After this time, solvent was removed under reduced pressure, and the residue dried via two MeOH-azeotrope cycles. The ...